Task: describe an organic reaction: reactants, conditions, products, and yield. Dataset: the Open Reaction Database (ORD), a public repository of structured organic reaction records The reactants are [Al+3], C1CCOC1, Cn1ccc2ccc(C#N)cc21, [H-], [H-], [H-], [H-], [Li+]. Product: Cn1ccc2ccc(CN)cc21. As a reaction SMILES: [Al+3:14].[CH2:19]1[O:20][CH2:21][CH2:22][CH2:23]1.[CH3:1][n:2]1[cH:3][cH:4][c:5]2[cH:6][cH:7][c:8]([C:11]#[N:12])[cH:9][c:10]12.[H-:13].[H-:16].[H-:17].[H-:18].[Li+:15]>>[CH3:1][n:2]1[cH:3][cH:4][c:5]2[cH:6][cH:7][c:8]([CH2:11][NH2:12])[cH:9][c:10]12. Starting materials: Cl.BrC1=CC=C(C(=O)C2CCN(CC2)CC2=CC=C(OC3=CC=C(C(=O)O)C=C3)C=C2)C=C1 (4-(4-{[4-(4-bromobenzoyl)piperidin-1-yl]methyl}phenoxy)benzoic acid hydrochloride), N1=CC=CC=C1 (pyridine), Cl.C(C)ON (O-ethylhydroxyamine hydrochloride). The solvent is C(C)O (ethanol). The product is Cl.BrC1=CC=C(C=C1)\C(\C1CCN(CC1)CC1=CC=C(OC2=CC=C(C(=O)O)C=C2)C=C1)=N/OCC (4-[4-({4-[(Z)-(4-bromophenyl)(ethoxyimino)methyl]piperidin-1-yl}methyl)phenoxy]benzoic acid hydrochloride). Reaction SMILES: [ClH:1].[Br:2][C:3]1[CH:33]=[CH:32][C:6]([C:7]([CH:9]2[CH2:14][CH2:13][N:12]([CH2:15][C:16]3[CH:31]=[CH:30][C:19]([O:20][C:21]4[CH:29]=[CH:28][C:24]([C:25]([OH:27])=[O:26])=[CH:23][CH:22]=4)=[CH:18][CH:17]=3)[CH2:11][CH2:10]2)=O)=[CH:5][CH:4]=1.N1C=CC=CC=1.Cl.[CH2:41]([O:43][NH2:44])[CH3:42]>C(O)C>[ClH:1].[Br:2][C:3]1[CH:4]=[CH:5][C:6](/[C:7](=[N:44]\[O:43][CH2:41][CH3:42])/[CH:9]2[CH2:14][CH2:13][N:12]([CH2:15][C:16]3[CH:17]=[CH:18][C:19]([O:20][C:21]4[CH:29]=[CH:28][C:24]([C:25]([OH:27])=[O:26])=[CH:23][CH:22]=4)=[CH:30][CH:31]=3)[CH2:11][CH2:10]2)=[CH:32][CH:33]=1 |f:0.1,3.4,6.7|. Reported procedure: To a solution of the compound prepared in Example 5(15) (912 mg) in ethanol (10 mL) were added pyridine (5 mL) and O-ethylhydroxyamine hydrochloride (340 mg) and the solution was refluxed for 3 hours. After finishing the reaction, the reaction solution was concentrated. Water and 2N hydrochloric acid were added thereto and the solution was extracted with ethyl acetate. The organic layer was washed with brine and concentrated. The obtained residue was purified by column chromatography on silica g... Reactants: FC(COC1=C(C=CC=C1)N1CCNCC1)(F)F (1-[2-(2,2,2-trifluoroethoxy)phenyl]piperazine), ClCCCN1C(N(C=C(C1=O)CC)CC1=CC=CC=C1)=O (3-(3-chloropropyl)-1-benzyl-5-ethyl-2,4(1H,3H)-pyrimidinedione). Product: Cl.C(C1=CC=CC=C1)N1C(N(C(C(=C1)CC)=O)CCCN1CCN(CC1)C1=C(C=CC=C1)OCC(F)(F)F)=O (1-benzyl-3-{3-[4-(2-(2,2,2-trifluoroethoxy)phenyl)piperazin-1-yl]propyl}-5-ethyl-2,4(1H,3H)-pyrimidinedione hydrochloride). Reaction SMILES: [F:1][C:2]([F:18])([F:17])[CH2:3][O:4][C:5]1[CH:10]=[CH:9][CH:8]=[CH:7][C:6]=1[N:11]1[CH2:16][CH2:15][NH:14][CH2:13][CH2:12]1.[Cl:19][CH2:20][CH2:21][CH2:22][N:23]1[C:28](=[O:29])[C:27]([CH2:30][CH3:31])=[CH:26][N:25]([CH2:32][C:33]2[CH:38]=[CH:37][CH:36]=[CH:35][CH:34]=2)[C:24]1=[O:39]>>[ClH:19].[CH2:32]([N:25]1[CH:26]=[C:27]([CH2:30][CH3:31])[C:28](=[O:29])[N:23]([CH2:22][CH2:21][CH2:20][N:14]2[CH2:15][CH2:16][N:11]([C:6]3[CH:7]=[CH:8][CH:9]=[CH:10][C:5]=3[O:4][CH2:3][C:2]([F:1])([F:17])[F:18])[CH2:12][CH2:13]2)[C:24]1=[O:39])[C:33]1[CH:34]=[CH:35][CH:36]=[CH:37][CH:38]=1 |f:2.3|. Procedure details: substituting 1-[2-(2,2,2-trifluoroethoxy)phenyl]piperazine and 3-(3-chloropropyl)-1-benzyl-5-ethyl-2,4(1H,3H)-pyrimidinedione gave 1-benzyl-3-{3-[4-(2-(2,2,2-trifluoroethoxy)phenyl)piperazin-1-yl]propyl}-5-ethyl-2,4(1H,3H)-pyrimidinedione hydrochloride, m.p. 180°-181° C.; Anal.: Calcd. for C28H33F3N4O3.HCl: C, 58.56; H, 6.11; N, 9.76%; Found: C, 58.83; H, 6.11; N, 9.77%;